From a dataset of the Open Reaction Database (ORD), a public repository of structured organic reaction records. describe an organic reaction: reactants, conditions, products, and yield The reactants are C1(=CC=CC=C1)S(=O)(=O)N1C(=CC=2C1=NC=C(C2)S(=O)(=O)C)C=2OC=CN2 (1-benzenesulfonyl-2-(oxazol-2-yl)-5-methanesulfonyl-1H-pyrrolo[2,3-b]pyridine), [OH-].[K+] (potassium hydroxide), CO (methanol). Run in O (water). Reaction conditions: temperature 22.5 celsius, time 30 minute. Yields the product O1C(=NC=C1)C1=CC=2C(=NC=C(C2)S(=O)(=O)C)N1 (2-(oxazol-2-yl)-5-methanesulfonyl-1H-pyrrolo [2,3-b]pyridine). The yield is 81.1%. As a reaction SMILES: C1(S([N:10]2[C:14]3=[N:15][CH:16]=[C:17]([S:19]([CH3:22])(=[O:21])=[O:20])[CH:18]=[C:13]3[CH:12]=[C:11]2[C:23]2[O:24][CH:25]=[CH:26][N:27]=2)(=O)=O)C=CC=CC=1.[OH-].[K+].CO>O>[O:24]1[CH:25]=[CH:26][N:27]=[C:23]1[C:11]1[NH:10][C:14]2=[N:15][CH:16]=[C:17]([S:19]([CH3:22])(=[O:20])=[O:21])[CH:18]=[C:13]2[CH:12]=1 |f:1.2|. Procedure details: A mixture of 1-benzenesulfonyl-2-(oxazol-2-yl)-5-methanesulfonyl-1H-pyrrolo[2,3-b]pyridine (0.359 g), potassium hydroxide (0.34 g) and methanol (30 ml) was stirred at 15 to 30° C. for 30 minutes. To the reaction mixture was added water, the resulting mixture was extracted with dichloromethane, washed with a saturated aqueous NaCl solution, dried over sodium sulfate and concentrated under reduced pressure. The resulting residue was subjected to silica gel column chromatography (hexane:ethyl aceta... Product: COC(=O)CCc1cc(C(C)C)c(O)c(C(C)C)c1. As a reaction SMILES: [CH3:1][O:2][C:3](=[O:4])[CH:5]=[CH:6][c:7]1[cH:8][c:9]([CH:17]([CH3:18])[CH3:19])[c:10]([OH:16])[c:11]([CH:13]([CH3:14])[CH3:15])[cH:12]1.[CH3:20][CH2:21][O:22][C:23](=[O:24])[CH3:25].[CH3:26][OH:27]>>[CH3:1][O:2][C:3](=[O:4])[CH2:5][CH2:6][c:7]1[cH:8][c:9]([CH:17]([CH3:18])[CH3:19])[c:10]([OH:16])[c:11]([CH:13]([CH3:14])[CH3:15])[cH:12]1. The reactants are COC(=O)C=Cc1cc(C(C)C)c(O)c(C(C)C)c1, CCOC(C)=O, CO. Starting materials: CC(C)(C)c1cc2cc(NC(=O)C3(c4ccc5c(c4)OCO5)CC3)ccc2[nH]1, CN(C)C=O. Product: CC(C)(C)c1[nH]c2ccc(NC(=O)C3(c4ccc5c(c4)OCO5)CC3)cc2c1C=O. Reaction SMILES: [O:1]1[CH2:2][O:3][c:4]2[c:5]1[cH:6][cH:7][c:8]([C:10]1([C:13](=[O:14])[NH:15][c:16]3[cH:17][c:18]4[cH:19][c:20]([C:25]([CH3:26])([CH3:27])[CH3:28])[nH:21][c:22]4[cH:23][cH:24]3)[CH2:11][CH2:12]1)[cH:9]2.[O:29]=[CH:30][N:31]([CH3:32])[CH3:33]>>[O:1]1[CH2:2][O:3][c:4]2[c:5]1[cH:6][cH:7][c:8]([C:10]1([C:13](=[O:14])[NH:15][c:16]3[cH:17][c:18]4[c:19]([CH:30]=[O:29])[c:20]([C:25]([CH3:26])([CH3:27])[CH3:28])[nH:21][c:22]4[cH:23][cH:24]3)[CH2:11][CH2:12]1)[cH:9]2. Starting materials: C(C=C)(=O)[O-] (acrylate), C(C=C)(=O)[O-] (acrylate), C(C=C)(=O)OCC[N+](C)(C)C (acryloyloxyethyltrimethylammonium), COC1=CC=C(O)C=C1 (hydroquinone methyl ether), O=O (oxygen), C(C=C)(=O)OCCN(C)C (dimethylaminoethyl acrylate), liquid, CCl (methyl chloride), C(C=C)(=O)OCCN(C)C (dimethylaminoethyl acrylate), O.C(C=C)(=O)[O-] (water acrylate). Yields the product [Cl-].C(C=C)(=O)OCC[N+](C)(C)C (Acryloyloxyethyltrimethylammonium Chloride). Reaction SMILES: C[Cl:2].C(OCCN(C)C)(=O)C=C.COC1C=CC(O)=CC=1.C([O-])(=O)C=C.O.C([O-])(=O)C=C.O=O.[C:35]([O:39][CH2:40][CH2:41][N+:42]([CH3:45])([CH3:44])[CH3:43])(=[O:38])[CH:36]=[CH2:37]>O>[Cl-:2].[C:35]([O:39][CH2:40][CH2:41][N+:42]([CH3:44])([CH3:43])[CH3:45])(=[O:38])[CH:36]=[CH2:37] |f:4.5,9.10|. Run at temperature 47 celsius, time 20 minute. Procedure: 78 g of liquid methyl chloride are charged with stirring into a jacketed reactor. The temperature is raised to 47° C. and the pressure of the system equilibrates at 9.6 bars absolute. In the first stage 33 g of dimethylaminoethyl acrylate stabilized with the aid of 700 ppm of hydroquinone methyl ether are injected into the reactor over a period of 20 minutes (that is 16% of the total quantity of acrylate necessary for reaction) In a second stage the complement of the acrylate and the water are i... Run in O (water), O (water). Starting materials: C(C)(C)(C)OC(N(C)C=1C=NC(=NC1)C(NC1=CC(=C(C=C1)F)[C@]1(N=C(O[C@@H]2C[C@H]12)N)C(F)F)=O)=O (tert-butyl(2-((3-((1R,5S,6R)-3-amino-5-(difluoromethyl)-2-oxa-4-azabicyclo[4.1.0]hept-3-en-5-yl)-4-fluorophenyl)carbamoyl)pyrimidin-5-yl)(methyl)carbamate), Cl (HCl), O (water). The solvent is O1CCOCC1 (1,4-dioxane). Reaction conditions: time 2 hour. Product: Cl.Cl.NC=1O[C@@H]2C[C@@H]2[C@@](N1)(C(F)F)C=1C=C(C=CC1F)NC(=O)C1=NC=C(C=N1)NC (N-(3-((1R,5S,6R)-3-amino-5-(difluoromethyl)-2-oxa-4-azabicyclo[4.1.0]hept-3-en-5-yl)-4-fluorophenyl)-5-(methylamino)pyrimidine-2-carboxamide dihydrochloride). Isolated yield 93.0%. RXN SMILES: C(O[C:6](=O)[N:7]([C:9]1[CH:10]=[N:11][C:12]([C:15](=[O:35])[NH:16][C:17]2[CH:22]=[CH:21][C:20]([F:23])=[C:19]([C@:24]3([CH:32]([F:34])[F:33])[C@@H:30]4[C@@H:28]([CH2:29]4)[O:27][C:26]([NH2:31])=[N:25]3)[CH:18]=2)=[N:13][CH:14]=1)C)(C)(C)C.[ClH:37].O>O1CCOCC1>[ClH:37].[ClH:37].[NH2:31][C:26]1[O:27][C@H:28]2[C@@H:30]([C@:24]([C:19]3[CH:18]=[C:17]([NH:16][C:15]([C:12]4[N:13]=[CH:14][C:9]([NH:7][CH3:6])=[CH:10][N:11]=4)=[O:35])[CH:22]=[CH:21][C:20]=3[F:23])([CH:32]([F:34])[F:33])[N:25]=1)[CH2:29]2 |f:4.5.6|. Procedure details: A solution of tert-butyl(2-((3-((1R,5S,6R)-3-amino-5-(difluoromethyl)-2-oxa-4-azabicyclo[4.1.0]hept-3-en-5-yl)-4-fluorophenyl)carbamoyl)pyrimidin-5-yl)(methyl)carbamate (0.06 g, 0.11 mmol) in 1,4-dioxane (2 mL) was treated with HCl (4.0M in 1,4-dioxane; 1 mL). The resulting suspension was treated with water (0.1 mL) resulting in a pale-yellow biphasic solution. The solution was stirred for 2 h, concentrated, and lyophilized from 1,4-dioxane to give N-(3-((1R,5S,6R)-3-amino-5-(difluoromethyl)-2-o... Starting materials: CC(=O)OC(C)=O, Nc1nnn[nH]1. Yields the product CC(=O)Nc1nnn[nH]1. RXN SMILES: [CH3:7][C:8](=[O:9])[O:10][C:11](=[O:12])[CH3:13].[NH2:1][c:2]1[n:3][n:4][n:5][nH:6]1>>[NH:1]([c:2]1[n:3][n:4][n:5][nH:6]1)[C:8]([CH3:7])=[O:9].